Dataset: the Open Reaction Database (ORD), a public repository of structured organic reaction records. Task: describe an organic reaction: reactants, conditions, products, and yield Reactants: C(=C1CCC(Cc2ccccc2)CC1)c1nc2ccccc2[nH]1, C1CCOC1, ClC(Cl)Cl, [Na+], [OH-], O, OO. As a reaction SMILES: [CH2:1]([c:2]1[cH:3][cH:4][cH:5][cH:6][cH:7]1)[CH:8]1[CH2:9][CH2:10][C:11](=[CH:14][c:15]2[n:16][c:17]3[c:18]([nH:19]2)[cH:20][cH:21][cH:22][cH:23]3)[CH2:12][CH2:13]1.[CH2:29]1[O:30][CH2:31][CH2:32][CH2:33]1.[CH:34]([Cl:35])([Cl:36])[Cl:37].[Na+:26].[OH-:25].[OH2:24].[OH:27][OH:28]>>[CH2:1]([c:2]1[cH:3][cH:4][cH:5][cH:6][cH:7]1)[CH:8]1[CH2:9][CH2:10][CH:11]([CH:14]([c:15]2[n:16][c:17]3[c:18]([nH:19]2)[cH:20][cH:21][cH:22][cH:23]3)[OH:24])[CH2:12][CH2:13]1. Yields the product OC(c1nc2ccccc2[nH]1)C1CCC(Cc2ccccc2)CC1. Starting materials: O=S1(N=C(NC2=C1C=CC=C2)C2=C(C1=C(N(C2=O)N=CC(C)C)C=CS1)O)=O (6-(1,1-dioxido-4H-1,2,4-benzothiadiazin-3-yl)-7-hydroxy-4-{[2-methylpropylidene]amino}thieno[3,2-b]pyridin-5(4H)-one), CO (methanol), solution, [BH4-].[Li+] (lithium borohydride), Cl (hydrochloric acid). The solvent is O1CCCC1 (tetrahydrofuran), O1CCCC1 (tetrahydrofuran), O (water). Reaction conditions: temperature 25 celsius, time 1 hour. The product is O=S1(N=C(NC2=C1C=CC=C2)C2=C(C1=C(N(C2=O)NCC=C(C)C)C=CS1)O)=O (6-(1,1-dioxido-4H-1,2,4-benzothiadiazin-3-yl)-7-hydroxy-4-[(3-methylbut-2-enyl)amino]thieno[3,2-b]pyridin-5(4H)-one). RXN SMILES: [O:1]=[S:2]1(=[O:28])[C:7]2[CH:8]=[CH:9][CH:10]=[CH:11][C:6]=2[NH:5][C:4]([C:12]2[C:17](=[O:18])[N:16]([N:19]=CC(C)C)[C:15]3[CH:24]=[CH:25][S:26][C:14]=3[C:13]=2[OH:27])=[N:3]1.CO.[BH4-].[Li+].Cl>O1CCCC1.O>[O:1]=[S:2]1(=[O:28])[C:7]2[CH:8]=[CH:9][CH:10]=[CH:11][C:6]=2[NH:5][C:4]([C:12]2[C:17](=[O:18])[N:16]([NH:19][CH2:14][CH:13]=[C:12]([CH3:17])[CH3:4])[C:15]3[CH:24]=[CH:25][S:26][C:14]=3[C:13]=2[OH:27])=[N:3]1 |f:2.3|. Procedure details: The product of Example 269A (0.093 g, 0.22 mmol) in tetrahydrofuran (4 mL) and methanol (0.020 mL, 0.5 mmol) at 0° C. was treated dropwise with a 2.0M solution of lithium borohydride in tetrahydrofuran (0.150 mL, 0.3 mmol). The reaction was stirred at 25° C. for 1 hour, acidified with 1 M hydrochloric acid to a pH of approximately 2-4, diluted with water (15 mL), and the resulting precipitate was collected by filtration and dried. The crude product was chromatographed on silica gel with 2% metha... Starting materials: FC=1C=NC(=NC1)N1C[C@@]2(N=C(SC[C@@H]2C1)NC(C1=CC=CC=C1)=O)C=1SC=CC1 (N-[(4aR,7aR)-6-(5-fluoropyrimidin-2-yl)-7a-(2-thienyl)-4,4a,5,7-tetrahydropyrrolo[3,4-d][1,3]thiazin-2-yl]benzamide), Cl.CON (O-methylhydroxylamine hydrochloride), N1=CC=CC=C1 (pyridine). Solvent: C(C)O (ethanol). The product is Cl.FC=1C=NC(=NC1)N1C[C@@]2(N=C(SC[C@@H]2C1)N)C=1SC=CC1 ((4aR,7aR)-6-(5-Fluoropyrimidin-2-yl)-7a-(2-thienyl)-4,4a,5,7-tetrahydropyrrolo[3,4-d][1,3]thiazin-2-amine hydrochloride). As a reaction SMILES: [F:1][C:2]1[CH:3]=[N:4][C:5]([N:8]2[CH2:16][C@@H:15]3[C@@:10]([C:26]4[S:27][CH:28]=[CH:29][CH:30]=4)([N:11]=[C:12]([NH:17]C(=O)C4C=CC=CC=4)[S:13][CH2:14]3)[CH2:9]2)=[N:6][CH:7]=1.[ClH:31].CON.N1C=CC=CC=1>C(O)C>[ClH:31].[F:1][C:2]1[CH:7]=[N:6][C:5]([N:8]2[CH2:16][C@@H:15]3[C@@:10]([C:26]4[S:27][CH:28]=[CH:29][CH:30]=4)([N:11]=[C:12]([NH2:17])[S:13][CH2:14]3)[CH2:9]2)=[N:4][CH:3]=1 |f:1.2,5.6|. Procedure: A solution of N-[(4aR,7aR)-6-(5-fluoropyrimidin-2-yl)-7a-(2-thienyl)-4,4a,5,7-tetrahydropyrrolo[3,4-d][1,3]thiazin-2-yl]benzamide (645 mg, 1.47 mmol), O-methylhydroxylamine hydrochloride (613 mg, 7.34 mmol), and pyridine (1.16 g, 14.7 mmol) in ethanol (10 mL) is stirred at 55° C. for 4 hours. The mixture is quenched with a solution of saturated sodium bicarbonate in water and extracted with ethyl acetate. The organic layers are combined, dried, filtered, and concentrated under reduced pressure t...